Dataset: the Open Reaction Database (ORD), a public repository of structured organic reaction records. Task: describe an organic reaction: reactants, conditions, products, and yield Reactants: ClC1=CC2=C(C(C3=NC=CC=C3CO2)=C2CCNCC2)C=C1 (4-(8-chloro-5,11-dihydro[1]benzoxepino[4,3-b]pyridin-11-ylidene)-piperidine), CCN=C=NCCCN(C)C.Cl (EDCl), CN1CCOCC1 (NMM), Cl.N1=CC=C(C=C1)CC(=O)O (4-pyridine-acetic acid hydrochloride), C=1C=CC2=C(C1)N=NN2O (HOBT). Solvent: CN(C)C=O (DMF). Yields the product ClC1=CC2=C(C(C3=NC=CC=C3CO2)=C2CCN(CC2)C(CC2=CC=NC=C2)=O)C=C1 (4-(8-Chloro-5,11-dihydro[1]benz-oxepino[4,3-b]pyridin-11-ylidene)-1-(4-pyridine-acetyl)piperidine). As a reaction SMILES: [Cl:1][C:2]1[CH:22]=[CH:21][C:5]2[C:6](=[C:15]3[CH2:20][CH2:19][NH:18][CH2:17][CH2:16]3)[C:7]3[C:12]([CH2:13][O:14][C:4]=2[CH:3]=1)=[CH:11][CH:10]=[CH:9][N:8]=3.Cl.[N:24]1[CH:29]=[CH:28][C:27]([CH2:30][C:31](O)=[O:32])=[CH:26][CH:25]=1.C1C=CC2N(O)N=NC=2C=1.CCN=C=NCCCN(C)C.Cl.CN1CCOCC1>CN(C=O)C>[Cl:1][C:2]1[CH:22]=[CH:21][C:5]2[C:6](=[C:15]3[CH2:16][CH2:17][N:18]([C:31](=[O:32])[CH2:30][C:27]4[CH:28]=[CH:29][N:24]=[CH:25][CH:26]=4)[CH2:19][CH2:20]3)[C:7]3[C:12]([CH2:13][O:14][C:4]=2[CH:3]=1)=[CH:11][CH:10]=[CH:9][N:8]=3 |f:1.2,4.5|. Procedure: The title compound was prepared according to the method of Example 4 from 4-(8-chloro-5,11-dihydro[1]benzoxepino[4,3-b]pyridin-11-ylidene)-piperidine, 4-pyridine-acetic acid hydrochloride, HOBT, EDCl and NMM in DMF. 4-(8-Chloro-5,11-dihydro[1]benz-oxepino[4,3-b]pyridin-11-ylidene)-1-(4-pyridine-acetyl)piperidine was obtained as a white foam; MS (CI, M+H)=432; anal.: found: C, 68.71; H, 5.44; N, 9.44; C25H22ClN3O2 requires: C, 69.52; H, 5.13; N, 9.73.